This data is from the Open Reaction Database (ORD), a public repository of structured organic reaction records. The task is: describe an organic reaction: reactants, conditions, products, and yield Starting materials: [Al+3], ClB(Cl)Cl, CSC#N, [Cl-], [Cl-], [Cl-], ClCCl, CC(Cl)Cl, [Na+], [OH-], Oc1cccc(I)c1. The product is N#Cc1ccc(I)cc1O. RXN SMILES: [Al+3:21].[B:9]([Cl:10])([Cl:11])[Cl:12].[CH3:16][S:17][C:18]#[N:19].[Cl-:20].[Cl-:22].[Cl-:23].[Cl:13][CH2:14][Cl:15].[Cl:26][CH:27]([Cl:28])[CH3:29].[Na+:25].[OH-:24].[OH:1][c:2]1[cH:3][cH:4][cH:5][c:6]([I:7])[cH:8]1>>[OH:1][c:2]1[c:3]([C:18]#[N:19])[cH:4][cH:5][c:6]([I:7])[cH:8]1. The reactants are FC(F)(F)c1cc(Cl)nc(-c2cccnc2)n1, COc1ccc(N)cn1. Product: COc1ccc(Nc2cc(C(F)(F)F)nc(-c3cccnc3)n2)cn1. As a reaction SMILES: [Cl:1][c:2]1[n:3][c:4](-[c:12]2[cH:13][n:14][cH:15][cH:16][cH:17]2)[n:5][c:6]([C:8]([F:9])([F:10])[F:11])[cH:7]1.[NH2:18][c:19]1[cH:20][cH:21][c:22]([O:25][CH3:26])[n:23][cH:24]1>>[c:2]1([NH:18][c:19]2[cH:20][cH:21][c:22]([O:25][CH3:26])[n:23][cH:24]2)[n:3][c:4](-[c:12]2[cH:13][n:14][cH:15][cH:16][cH:17]2)[n:5][c:6]([C:8]([F:9])([F:10])[F:11])[cH:7]1. Reactants: FC1=C(N)C=CC(=C1)I (2-Fluoro-4-iodoaniline), N[C@H]1[C@@H](CCCC1)N (trans-1,2-diaminocyclohexane), C1(CCCCN1)=O (δ-valerolactam), [O-]P(=O)([O-])[O-].[K+].[K+].[K+] (K3PO4). The reagents and catalysts are [Cu]I (CuI). Run in CCOC(=O)C (EtOAc), O1CCOCC1 (1,4-Dioxane). Product: NC1=C(C=C(C=C1)N1C(CCCC1)=O)F (1-(4-Amino-3-fluoro-phenyl)-piperidin-2-one). RXN SMILES: [F:1][C:2]1[CH:8]=[C:7](I)[CH:6]=[CH:5][C:3]=1[NH2:4].[C:10]1(=[O:16])[NH:15][CH2:14][CH2:13][CH2:12][CH2:11]1.[O-]P([O-])([O-])=O.[K+].[K+].[K+].N[C@@H]1CCCC[C@H]1N>CCOC(C)=O.[Cu]I.O1CCOCC1>[NH2:4][C:3]1[CH:5]=[CH:6][C:7]([N:15]2[CH2:14][CH2:13][CH2:12][CH2:11][C:10]2=[O:16])=[CH:8][C:2]=1[F:1] |f:2.3.4.5|. Reported procedure: 2-Fluoro-4-iodoaniline (10.0 g, 42.2 mmol) was combined with δ-valerolactam (6.27 g, 63.3 mmol), CuI (0.804 g, 4.22 mmol), and K3PO4 (22.4 g, 105 mmol). 1,4-Dioxane (60 mL) was added followed by trans-1,2-diaminocyclohexane (1.01 mL, 8.44 mmol). The mixture was heated to reflux for 22 h before cooling and diluting with EtOAc. The mixture was filtered through a plug of silica, eluting with EtOAc, and the filtrate concentrated under reduced pressure. Purification of the crude product by flash chro... The reactants are ClC=1C=C(C=CC1)C1=NC=2C(=NC=CC2)N1CC(=O)O (2-(3-chlorophenyl)-3H-imidazo[4,5-b]pyridine-3acetic acid), C(=O)(N1C=NC=C1)N1C=NC=C1 (1,1'-carbonyldiimidazole), CNC (dimethylamine). Run in O1CCCC1 (tetrahydrofuran), O1CCCC1 (tetrahydrofuran). Run at time 4 hour. Product: O.ClC=1C=C(C=CC1)C1=NC=2C(=NC=CC2)N1CC(=O)N(C)C (2-(3-Chlorophenyl)-N,N-dimethyl-3H-imidazo[4,5-b]pyridine-3-acetamide hydrate). RXN SMILES: [Cl:1][C:2]1[CH:3]=[C:4]([C:8]2[N:16]([CH2:17][C:18]([OH:20])=[O:19])[C:11]3=[N:12][CH:13]=[CH:14][CH:15]=[C:10]3[N:9]=2)[CH:5]=[CH:6][CH:7]=1.[C:21](N1C=CN=C1)([N:23]1C=CN=[CH:24]1)=O.CNC>O1CCCC1>[OH2:19].[Cl:1][C:2]1[CH:3]=[C:4]([C:8]2[N:16]([CH2:17][C:18]([N:23]([CH3:24])[CH3:21])=[O:20])[C:11]3=[N:12][CH:13]=[CH:14][CH:15]=[C:10]3[N:9]=2)[CH:5]=[CH:6][CH:7]=1 |f:4.5|. Procedure: Under nitrogen bubbling, a mixture of 2-(3-chlorophenyl)-3H-imidazo[4,5-b]pyridine-3acetic acid (4.0 g, 0.0138 mole) and 1,1'-carbonyldiimidazole (2.24 g, 0.0138 mole) in 150 ml of tetrahydrofuran was stirred at room temperature for 4 hrs. A solution of dimethylamine in tetrahydrofuran (42 ml of 0.5M solution) was added, and the reaction mixture was allowed to stir at room temperature for 1/2 hr. Reactants: C([O-])([O-])=O.[K+].[K+] (potassium carbonate), FC(C=1C=C(CNC(=O)C2=C(C=3C(=NC=CC3)C(N2CCCCl)=O)C2=CC=C(C=C2)C)C=C(C1)C(F)(F)F)(F)F (N-[3,5-bis(trifluoromethyl)benzyl]-7-(3-chloropropyl)-7,8-dihydro-5-(4-methylphenyl)-8-oxo-6-pyrido[3,4-b]pyridinecarboxamide), [H-].[Na+] (sodium hydride), Cl (HCl). Solvent: C1CCOC1 (THF). Run at time 14 hour. The product is FC(C=1C=C(CN2C(C3=C(C=4C=CC=NC4C(N3CCC2)=O)C2=CC=C(C=C2)C)=O)C=C(C1)C(F)(F)F)(F)F (7-[3,5-Bis(trifluoromethyl)benzyl]-6,7,8,9,10,12-hexahydro-5-(4-methylphenyl)-6,12-dioxo[1,4)diazepino[2,1-g][1,7]naphthyridine). Yield: 56.6%. As a reaction SMILES: [F:1][C:2]([F:40])([F:39])[C:3]1[CH:4]=[C:5]([CH:32]=[C:33]([C:35]([F:38])([F:37])[F:36])[CH:34]=1)[CH2:6][NH:7][C:8]([C:10]1[N:19]([CH2:20][CH2:21][CH2:22]Cl)[C:18](=[O:24])[C:13]2=[N:14][CH:15]=[CH:16][CH:17]=[C:12]2[C:11]=1[C:25]1[CH:30]=[CH:29][C:28]([CH3:31])=[CH:27][CH:26]=1)=[O:9].[H-].[Na+].Cl.C(=O)([O-])[O-].[K+].[K+]>C1COCC1>[F:37][C:35]([F:36])([F:38])[C:33]1[CH:32]=[C:5]([CH:4]=[C:3]([C:2]([F:40])([F:1])[F:39])[CH:34]=1)[CH2:6][N:7]1[CH2:22][CH2:21][CH2:20][N:19]2[C:10](=[C:11]([C:25]3[CH:30]=[CH:29][C:28]([CH3:31])=[CH:27][CH:26]=3)[C:12]3[CH:17]=[CH:16][CH:15]=[N:14][C:13]=3[C:18]2=[O:24])[C:8]1=[O:9] |f:1.2,4.5.6|. Reported procedure: A mixture of N-[3,5-bis(trifluoromethyl)benzyl]-7-(3-chloropropyl)-7,8-dihydro-5-(4-methylphenyl)-8-oxo-6-pyrido[3,4-b]pyridinecarboxamide (66 mg), sodium hydride (60% oily) (84 mg) and THF (3 ml) was stirred at room temperature for 14 hours. 2N-HCl was added to the reaction mixture, which was then made basic with aqueous potassium carbonate and thereafter extracted with ethyl acetate. The extract was washed with water and dried, and the solvent was removed by distillation. Thus, the entitled co... Reactants: NC=1OC[C@]2(N1)C1=CC(=CC=C1OC1=NC=C(C=C12)O)Br ((S)-2′-amino-7-bromo-5′H-spiro[chromeno[2,3-b]pyridine-5,4′-oxazol]-3-ol), CN(C)C=O (DMF), C([O-])([O-])=O.[Cs+].[Cs+] (cesium carbonate), C(C(C)(C)C)I (neopentyl iodide). The solvent is O (water), C(C)(=O)OCC (ethyl acetate), O (water), C(C)(=O)OCC (ethyl acetate). Run at temperature 100 celsius, time 30 minute. Product: BrC=1C=C2C(=CC1)OC1=NC=C(C=C1[C@@]21N=C(OC1)N)OCC(C)(C)C ((S)-7-bromo-3-(neopentyloxy)-5′H-spiro[chromeno[2,3-b]pyridine-5,4′-oxazol]-2′-amine). Reaction SMILES: [NH2:1][C:2]1[O:3][CH2:4][C@:5]2([C:19]3[C:14](=[N:15][CH:16]=[C:17]([OH:20])[CH:18]=3)[O:13][C:12]3[C:7]2=[CH:8][C:9]([Br:21])=[CH:10][CH:11]=3)[N:6]=1.CN(C=O)C.C(=O)([O-])[O-].[Cs+].[Cs+].[CH2:33](I)[C:34]([CH3:37])([CH3:36])[CH3:35]>O.C(OCC)(=O)C>[Br:21][C:9]1[CH:8]=[C:7]2[C@@:5]3([CH2:4][O:3][C:2]([NH2:1])=[N:6]3)[C:19]3[C:14](=[N:15][CH:16]=[C:17]([O:20][CH2:33][C:34]([CH3:37])([CH3:36])[CH3:35])[CH:18]=3)[O:13][C:12]2=[CH:11][CH:10]=1 |f:2.3.4|. Reported procedure: To a solution of (S)-2′-amino-7-bromo-5′H-spiro[chromeno[2,3-b]pyridine-5,4′-oxazol]-3-ol (390 mg, 1.120 mmol) in DMF (4481 μL, 1.120 mmol) in a sealed tube was added cesium carbonate (912 mg, 2.80 mmol). After stirring for 1 minute neopentyl iodide (223 μL, 1.680 mmol) was added, the reaction vessel was sealed and heated at 100° C. for 2.5 hours. Reaction was cooled to RT to prevent over alkylation. The reaction was diluted with water (25 mL) and 10 mL of ethyl acetate and stirred for 30 minute...